Dataset: the Open Reaction Database (ORD), a public repository of structured organic reaction records. Task: describe an organic reaction: reactants, conditions, products, and yield Starting materials: C[O-], CO, CC(C)(C)C(=O)COc1ccc(Cl)cc1Cl, [Na+], O=Cc1cccnc1. Yields the product CC(C)(C)C(=O)C(=Cc1cccnc1)Oc1ccc(Cl)cc1Cl. RXN SMILES: [CH3:25][O-:26].[CH3:28][OH:29].[Cl:1][c:2]1[c:3]([O:4][CH2:5][C:6](=[O:7])[C:8]([CH3:9])([CH3:10])[CH3:11])[cH:12][cH:13][c:14]([Cl:16])[cH:15]1.[Na+:27].[n:17]1[cH:18][c:19]([CH:23]=[O:24])[cH:20][cH:21][cH:22]1>>[Cl:1][c:2]1[c:3]([O:4][C:5]([C:6](=[O:7])[C:8]([CH3:9])([CH3:10])[CH3:11])=[CH:23][c:19]2[cH:18][n:17][cH:22][cH:21][cH:20]2)[cH:12][cH:13][c:14]([Cl:16])[cH:15]1. The reactants are C1(CC1)C=1C=CC(=NC1OCC1CC1)C(=O)O (5-cyclopropyl-6-cyclopropylmethoxy-pyridine-2-carboxylic acid), N[C@H](C(=O)NC)C(C)(C)C ((2S)-2-amino-N,3,3-trimethyl-butanamide). The product is C1(CC1)C=1C=CC(=NC1OCC1CC1)C(=O)N[C@H](C(=O)NC)C(C)(C)C ((S)-5-Cyclopropyl-6-(cyclopropylmethoxy)-N-(3,3-dimethyl-1-(methylamino)-1-oxobutan-2-yl)picolinamide). As a reaction SMILES: [CH:1]1([C:4]2[CH:5]=[CH:6][C:7]([C:15]([OH:17])=O)=[N:8][C:9]=2[O:10][CH2:11][CH:12]2[CH2:14][CH2:13]2)[CH2:3][CH2:2]1.[NH2:18][C@@H:19]([C:24]([CH3:27])([CH3:26])[CH3:25])[C:20]([NH:22][CH3:23])=[O:21]>>[CH:1]1([C:4]2[CH:5]=[CH:6][C:7]([C:15]([NH:18][C@@H:19]([C:24]([CH3:27])([CH3:26])[CH3:25])[C:20]([NH:22][CH3:23])=[O:21])=[O:17])=[N:8][C:9]=2[O:10][CH2:11][CH:12]2[CH2:13][CH2:14]2)[CH2:2][CH2:3]1. Procedure: The title compound was synthesized in analogy to Example 1, using 5-cyclopropyl-6-cyclopropylmethoxy-pyridine-2-carboxylic acid (Example 42 a) and (2S)-2-amino-N,3,3-trimethyl-butanamide, (CAN 89226-12-0) as starting materials, LC-MS (UV peak area/ESI) 96%, 360.2272 (M+H)+.